This data is from the Open Reaction Database (ORD), a public repository of structured organic reaction records. The task is: describe an organic reaction: reactants, conditions, products, and yield Starting materials: C(C=C)OC(=O)NC1=C(C=C(C=C1)C=1OC2=C(C(C1)=O)C(=C(C(=C2F)COC(=O)OCC=C)F)NC(CCl)=O)F (2-[4-(allyloxycarbonyl)amino-3-fluorophenyl]-7-[(allyloxycarbonyl)oxy]methyl-5-(chloroacetamido)-6,8-difluoro-4H-1-benzopyran-4-one), Cl.CNC (dimethylamine hydrochloride), C(C)(C)N(CC)C(C)C (diisopropylethylamine), O (Water). The solvent is CN(C=O)C (dimethylformamide). Reaction conditions: temperature 50 celsius, time 2 hour. The product is C(C=C)OC(=O)NC1=C(C=C(C=C1)C=1OC2=C(C(C1)=O)C(=C(C(=C2F)COC(=O)OCC=C)F)NC(CN(C)C)=O)F (2-[4-(allyloxycarbonyl)amino-3-fluorophenyl]-7-[(allyloxycarbonyl)oxy]methyl-5-(dimethylamino)acetamido-6,8-difluoro-4H-1-benzopyran-4-one). Isolated yield 98.5%. As a reaction SMILES: [CH2:1]([O:4][C:5]([NH:7][C:8]1[CH:13]=[CH:12][C:11]([C:14]2[O:15][C:16]3[C:24]([F:25])=[C:23]([CH2:26][O:27][C:28]([O:30][CH2:31][CH:32]=[CH2:33])=[O:29])[C:22]([F:34])=[C:21]([NH:35][C:36](=[O:39])[CH2:37]Cl)[C:17]=3[C:18](=[O:20])[CH:19]=2)=[CH:10][C:9]=1[F:40])=[O:6])[CH:2]=[CH2:3].Cl.[CH3:42][NH:43][CH3:44].C(N(C(C)C)CC)(C)C.O>CN(C)C=O>[CH2:1]([O:4][C:5]([NH:7][C:8]1[CH:13]=[CH:12][C:11]([C:14]2[O:15][C:16]3[C:24]([F:25])=[C:23]([CH2:26][O:27][C:28]([O:30][CH2:31][CH:32]=[CH2:33])=[O:29])[C:22]([F:34])=[C:21]([NH:35][C:36](=[O:39])[CH2:37][N:43]([CH3:44])[CH3:42])[C:17]=3[C:18](=[O:20])[CH:19]=2)=[CH:10][C:9]=1[F:40])=[O:6])[CH:2]=[CH2:3] |f:1.2|. Reported procedure: To a solution of 2-[4-(allyloxycarbonyl)amino-3-fluorophenyl]-7-[(allyloxycarbonyl)oxy]methyl-5-(chloroacetamido)-6,8-difluoro-4H-1-benzopyran-4-one (2.12 g, 3.65 mmol) in dimethylformamide (40 mL) were added dimethylamine hydrochloride (1.49 g, 18.3 mmol) and diisopropylethylamine (3.2 mL, 18 mmol), and the mixture was stirred at 50° C. for 2 hours. Water was added thereto, and the mixture was extracted with ethyl acetate to afford 2-[4-(allyloxycarbonyl)amino-3-fluorophenyl]-7-[(allyloxycarbon... Starting materials: COC(C)(C)OC (dimethoxypropane), O.C1(=CC=C(C=C1)S(=O)(=O)O)C (p-toluenesulfonic acid hydrate), C(C)(C)(C)OC(=O)N[C@H]([C@H](CCC=C)O)CC(CCO[Si](C(C)C)(C(C)C)C(C)C)(C)C (6(S)-tert-butoxycarbonylamino-8,8-dimethyl-5(S)-hydroxy-10-triisopropylsilyloxydec1-ene). The solvent is C(Cl)Cl (methylene chloride). Product: C(C)(C)(C)OC(=O)N1C(O[C@H]([C@@H]1CC(CCO[Si](C(C)C)(C(C)C)C(C)C)(C)C)CCC=C)(C)C (4-[N-Tert-butoxycarbonyl-2,2-dimethyl-4(S)-(2,2-dimethyl-4-triisopropylsilyloxybutyl)-1,3-oxazolidin-5(S)-yl]-but-1-ene). As a reaction SMILES: [C:1]([O:5][C:6]([NH:8][C@@H:9]([CH2:16][C:17]([CH3:32])([CH3:31])[CH2:18][CH2:19][O:20][Si:21]([CH:28]([CH3:30])[CH3:29])([CH:25]([CH3:27])[CH3:26])[CH:22]([CH3:24])[CH3:23])[C@@H:10]([OH:15])[CH2:11][CH2:12][CH:13]=[CH2:14])=[O:7])([CH3:4])([CH3:3])[CH3:2].CO[C:35](OC)([CH3:37])[CH3:36].O.C1(C)C=CC(S(O)(=O)=O)=CC=1>C(Cl)Cl>[C:1]([O:5][C:6]([N:8]1[C@@H:9]([CH2:16][C:17]([CH3:31])([CH3:32])[CH2:18][CH2:19][O:20][Si:21]([CH:25]([CH3:26])[CH3:27])([CH:22]([CH3:23])[CH3:24])[CH:28]([CH3:30])[CH3:29])[C@H:10]([CH2:11][CH2:12][CH:13]=[CH2:14])[O:15][C:35]1([CH3:37])[CH3:36])=[O:7])([CH3:4])([CH3:3])[CH3:2] |f:2.3|. Reported procedure: 1.80 g of 6(S)-tert-butoxycarbonylamino-8,8-dimethyl-5(S)-hydroxy-10-triisopropylsilyloxydec1-ene are stirred in 10 ml each of methylene chloride and dimethoxypropane with 50 mg of p-toluenesulfonic acid hydrate at room temperature for 2 h. After the mixture has been concentrated, the residue is purified over 250 g of silica gel with a 1:20 mixture of ethyl acetate and hexane as the mobile phase: Rf (1:20 mixture of ethyl acetate and hexane)=0.40.